This data is from the Open Reaction Database (ORD), a public repository of structured organic reaction records. The task is: describe an organic reaction: reactants, conditions, products, and yield The reactants are ClCCl, CN1C(=O)C(N(CO)C(=O)CCC2CCCCC2)N=C(c2ccccc2)c2ccccc21, CC(C)N(C(C)C)P([O-])([O-])(Cc1ccccc1)Cc1ccccc1, c1nnn[nH]1. Yields the product CN1C(=O)C(N(Cc2nnn[nH]2)C(=O)CCC2CCCCC2)N=C(c2ccccc2)c2ccccc21. As a reaction SMILES: [CH2:62]([Cl:63])[Cl:64].[CH:1]1([CH2:7][CH2:8][C:9](=[O:10])[N:11]([CH2:12][OH:13])[CH:14]2[C:15](=[O:32])[N:16]([CH3:31])[c:17]3[c:18]([cH:27][cH:28][cH:29][cH:30]3)[C:19]([c:21]3[cH:22][cH:23][cH:24][cH:25][cH:26]3)=[N:20]2)[CH2:2][CH2:3][CH2:4][CH2:5][CH2:6]1.[CH:38]([N:39]([CH:40]([CH3:41])[CH3:42])[P:43]([CH2:44][c:45]1[cH:46][cH:47][cH:48][cH:49][cH:50]1)([CH2:51][c:52]1[cH:53][cH:54][cH:55][cH:56][cH:57]1)([O-:58])[O-:59])([CH3:60])[CH3:61].[nH:33]1[n:34][n:35][n:36][cH:37]1>>[CH:1]1([CH2:7][CH2:8][C:9](=[O:10])[N:11]([CH2:12][c:37]2[n:33][n:34][n:35][nH:36]2)[CH:14]2[C:15](=[O:32])[N:16]([CH3:31])[c:17]3[c:18]([cH:27][cH:28][cH:29][cH:30]3)[C:19]([c:21]3[cH:22][cH:23][cH:24][cH:25][cH:26]3)=[N:20]2)[CH2:2][CH2:3][CH2:4][CH2:5][CH2:6]1.